Task: describe an organic reaction: reactants, conditions, products, and yield. Dataset: the Open Reaction Database (ORD), a public repository of structured organic reaction records Starting materials: C1=CC=CC=2C(C3=C(CCC21)C=CC=C3)CC(=O)OCC (ethyl 10,11-dihydro-5H-dibenzo[a,d]cycloheptene-5-acetate), Cl (hydrochloric acid), [H-].C(C(C)C)[Al+]CC(C)C (diisobutylaluminum hydride), CO (methanol). The solvent is C1(=CC=CC=C1)C (toluene), ice water, C1(=CC=CC=C1)C (toluene). Product: C1=CC=CC=2C(C3=C(CCC21)C=CC=C3)CCO (10,11-dihydro-5H-dibenzo[a,d]cycloheptene-5-ethanol). Reaction SMILES: [H-].C([Al+]CC(C)C)C(C)C.[CH:11]1[C:21]2[CH2:20][CH2:19][C:18]3[CH:22]=[CH:23][CH:24]=[CH:25][C:17]=3[CH:16]([CH2:26][C:27](OCC)=[O:28])[C:15]=2[CH:14]=[CH:13][CH:12]=1.CO.Cl>C1(C)C=CC=CC=1>[CH:11]1[C:21]2[CH2:20][CH2:19][C:18]3[CH:22]=[CH:23][CH:24]=[CH:25][C:17]=3[CH:16]([CH2:26][CH2:27][OH:28])[C:15]=2[CH:14]=[CH:13][CH:12]=1 |f:0.1|. Procedure: 1120 ml of a 20 percent (v/v) solution of diisobutylaluminum hydride in toluene are added dropwise over a period of 1 hour while cooling to a solution of 160.36 g of ethyl 10,11-dihydro-5H-dibenzo[a,d]cycloheptene-5-acetate in 1 l of dry toluene, cooled in ice-water and stirred under argon. The solution is subsequently stirred at room temperature for 16.5 hours, cautiously treated while cooling with 20 ml of dry methanol, stirred for an additional 30 minutes and finally acidified with 1.5 l of 3...